Dataset: the Open Reaction Database (ORD), a public repository of structured organic reaction records. Task: describe an organic reaction: reactants, conditions, products, and yield The reactants are [H-].[Na+] (NaH), N1C=CC2=CC=C(C=C12)C#N (1H-indole-6-carbonitrile), S(=O)(=O)(C1=CC=C(C)C=C1)Cl (TsCl). Run in C1CCOC1 (THF). Conditions: time 30 minute. The product is S(=O)(=O)(C1=CC=C(C)C=C1)N1C=CC2=CC=C(C=C12)C#N (1-tosyl-1H-indole-6-carbonitrile). Yield: 67.5%. RXN SMILES: [NH:1]1[C:9]2[C:4](=[CH:5][CH:6]=[C:7]([C:10]#[N:11])[CH:8]=2)[CH:3]=[CH:2]1.[H-].[Na+].[S:14](Cl)([C:17]1[CH:23]=[CH:22][C:20]([CH3:21])=[CH:19][CH:18]=1)(=[O:16])=[O:15]>C1COCC1>[S:14]([N:1]1[C:9]2[C:4](=[CH:5][CH:6]=[C:7]([C:10]#[N:11])[CH:8]=2)[CH:3]=[CH:2]1)([C:17]1[CH:23]=[CH:22][C:20]([CH3:21])=[CH:19][CH:18]=1)(=[O:16])=[O:15] |f:1.2|. Procedure: To a solution of 1H-indole-6-carbonitrile (70 mg, 0.5 mmol, CASRN 15861-36-6) in THF (5 mL) cooled to 0° C. was added with vigorous stirring NaH (25 mg, 60% in oil, 0.65 mmol). After stirring for 30 min, TsCl (140 mg, 0.75 mmol) was added to the mixture. The reaction mixture was stirred at RT for 18 h then partitioned between DCM (300 mL) and water (50 mL). The organic layer was separated, dried (MgSO4), filtered and concentrated in vacuo. The resulting residue was purified by SiO2 chromatograph... The reactants are C1(CC1)N (cyclopropanamine), C(C)OC=1C=CC=2N(N1)C=C(N2)C=2C=CC(=C(C2)S(=O)(=O)Cl)C(F)(F)F (5-(6-ethoxyimidazo[1,2-b]pyridazin-2-yl)-2-(trifluoromethyl)benzene-1-sulfonyl chloride). Run in C(C)#N (acetonitrile). Run at temperature 60 celsius, time 12 hour. Yields the product C1(CC1)NS(=O)(=O)C1=C(C=CC(=C1)C=1N=C2N(N=C(C=C2)OCC)C1)C(F)(F)F (N-cyclopropyl-5-(6-ethoxyimidazo[1,2-b]pyridazin-2-yl)-2-(trifluoromethyl)benzenesulfonamide). The yield is 66.7%. RXN SMILES: [CH:1]1([NH2:4])[CH2:3][CH2:2]1.[CH2:5]([O:7][C:8]1[CH:9]=[CH:10][C:11]2[N:12]([CH:14]=[C:15]([C:17]3[CH:18]=[CH:19][C:20]([C:27]([F:30])([F:29])[F:28])=[C:21]([S:23](Cl)(=[O:25])=[O:24])[CH:22]=3)[N:16]=2)[N:13]=1)[CH3:6]>C(#N)C>[CH:1]1([NH:4][S:23]([C:21]2[CH:22]=[C:17]([C:15]3[N:16]=[C:11]4[CH:10]=[CH:9][C:8]([O:7][CH2:5][CH3:6])=[N:13][N:12]4[CH:14]=3)[CH:18]=[CH:19][C:20]=2[C:27]([F:30])([F:28])[F:29])(=[O:24])=[O:25])[CH2:3][CH2:2]1. Procedure details: A solution of cyclopropanamine (0.025 mL, 0.369 mmol) in acetonitrile (1 mL) is added 5-(6-ethoxyimidazo[1,2-b]pyridazin-2-yl)-2-(trifluoromethyl)benzene-1-sulfonyl chloride (0.123 mmol). The mixture is stirred at 60° C. for 12 hours. The mixture is concentrated to dryness and then purified via chromatography using a gradient of hexanes to EtOAc to afford 0.035 g (67%) of the title compound as a white solid: LCMS (m/z)=427.4 [M+H]+, tR=2.76 min. (compound same as Example 212) Starting materials: C(C)(=O)OCC1=C(C=C(C=C1)F)Cl (2-chloro-4-fluorobenzyl acetate), C[O-].[Na+] (sodium methylate), C1(=CC=CC=C1)S(=O)(=O)[O-].[Na+] (sodium benzenesulfonate). Solvent: CO (methanol). Yields the product COC(C1=C(C=C(C=C1)F)Cl)OC (2-Chloro-4-fluorobenzaldehyde dimethyl acetal). Reaction SMILES: [C:1]([O:4][CH2:5][C:6]1[CH:11]=[CH:10][C:9]([F:12])=[CH:8][C:7]=1[Cl:13])(=O)C.[CH3:14][O-:15].[Na+].C1(S([O-])(=O)=O)C=CC=CC=1.[Na+]>CO>[CH3:1][O:4][CH:5]([O:15][CH3:14])[C:6]1[CH:11]=[CH:10][C:9]([F:12])=[CH:8][C:7]=1[Cl:13] |f:1.2,3.4|. Reported procedure: Electrolyte: 900 g (4.445 mol) of 2-chloro-4-fluorobenzyl acetate, 30 g of sodium methylate, 90 g of sodium benzenesulfonate and 5040 g of methanol Reactants: O1C(CN2CCC(CC2)C2=NOC3=C2C=CC(=C3)F)C1 (1-(2,3-epoxypropyl)-4-(6-fluoro-1,2-benzisoxazol-3-yl)piperidine), K2CO, Cl.COC=1C=C2CCNCC2=CC1OC (6,7-dimethoxy-1,2,3,4-tetrahydroisoquinoline hydrochloride). Run in C(C)(C)O (isopropyl alcohol). Conditions: time 8 hour. Yields the product COC=1C=C2CCN(CC2=CC1OC)CC(CN1CCC(CC1)C1=NOC2=C1C=CC(=C2)F)O (6,7-Dimethoxy-2-[3-[4-(6-fluoro-1,2-benzisoxazol-3-yl)-1-piperidinyl]-2-hydroxy-1-propyl]1,2,3,4-tetrahydroisoquinoline). Isolated yield 11.0%. Reaction SMILES: [O:1]1[CH2:20][CH:2]1[CH2:3][N:4]1[CH2:9][CH2:8][CH:7]([C:10]2[C:14]3[CH:15]=[CH:16][C:17]([F:19])=[CH:18][C:13]=3[O:12][N:11]=2)[CH2:6][CH2:5]1.Cl.[CH3:22][O:23][C:24]1[CH:25]=[C:26]2[C:31](=[CH:32][C:33]=1[O:34][CH3:35])[CH2:30][NH:29][CH2:28][CH2:27]2>C(O)(C)C>[CH3:22][O:23][C:24]1[CH:25]=[C:26]2[C:31](=[CH:32][C:33]=1[O:34][CH3:35])[CH2:30][N:29]([CH2:20][CH:2]([OH:1])[CH2:3][N:4]1[CH2:9][CH2:8][CH:7]([C:10]3[C:14]4[CH:15]=[CH:16][C:17]([F:19])=[CH:18][C:13]=4[O:12][N:11]=3)[CH2:6][CH2:5]1)[CH2:28][CH2:27]2 |f:1.2|. Procedure: A stirred mixture of 1-(2,3-epoxypropyl)-4-(6-fluoro-1,2-benzisoxazol-3-yl)piperidine (3.2 g, 11.6 mmol), K2CO (2 gm, 1.25 eq) and 6,7-dimethoxy-1,2,3,4-tetrahydroisoquinoline hydrochloride (3.3 g, 1.25 eq) in isopropyl alcohol (200 ml) was heated at reflux for 6 hours. The mixture was cooled and filtered. The solvent was removed to about 50 ml and the solution was allowed to stand overnight. Crystals (0.6 g) formed and were collected. The mother liquor was concentrated to a white solid. Recryst... Starting materials: C=CCNCCC=O, CS(=O)(=O)c1nnc(N=C=O)s1, c1ccccc1. Yields the product C=CCN(CCC=O)C(=O)Nc1nnc(S(C)(=O)=O)s1. RXN SMILES: [CH2:13]([CH:14]=[CH2:15])[NH:16][CH2:17][CH2:18][CH:19]=[O:20].[CH3:1][S:2](=[O:3])(=[O:4])[c:5]1[n:6][n:7][c:8]([N:10]=[C:11]=[O:12])[s:9]1.[cH:21]1[cH:22][cH:23][cH:24][cH:25][cH:26]1>>[CH3:1][S:2](=[O:3])(=[O:4])[c:5]1[n:6][n:7][c:8]([NH:10][C:11](=[O:12])[N:16]([CH2:13][CH:14]=[CH2:15])[CH2:17][CH2:18][CH:19]=[O:20])[s:9]1. The reactants are NC1=NC(=C2N=CN(C2=N1)OC[C@H]1OC(OC1)(C)C)Cl ((S)-2-amino-6-chloro-9-(2,2-dimethyl-1,3-dioxolan-4-ylmethoxy)purine). The solvent is C(C)(=O)O (acetic acid). Reaction conditions: time 1 hour. The product is NC1=NC(=C2N=CN(C2=N1)OC[C@H](CO)O)Cl ((S)-2-Amino-6-chloro-9-(2,3-dihydroxyprop-1-oxy)purine). As a reaction SMILES: [NH2:1][C:2]1[N:10]=[C:9]2[C:5]([N:6]=[CH:7][N:8]2[O:11][CH2:12][C@@H:13]2[CH2:17][O:16]C(C)(C)[O:14]2)=[C:4]([Cl:20])[N:3]=1>C(O)(=O)C>[NH2:1][C:2]1[N:10]=[C:9]2[C:5]([N:6]=[CH:7][N:8]2[O:11][CH2:12][C@@H:13]([OH:14])[CH2:17][OH:16])=[C:4]([Cl:20])[N:3]=1. Procedure details: A solution of (S)-2-amino-6-chloro-9-(2,2-dimethyl-1,3-dioxolan-4-ylmethoxy)purine (250 mg, 0.83 mmol) in 80% acetic acid (20 ml) was stirred at 25° C. for 2 h. and then at 70° C. for 1 h. The solution was evaporated to dryness under reduced pressure, the residue absorbed on silica and chromatographed eluting with acetone-hexane 3:1 affording (S)-2-amino-6-chloro-9-(2,3-dihydroxyprop-1-oxy)purine (170 mg, 78%) as a white solid; m.p. 155°-8° C. υmax (KBr) 3340, 3200, 1660, 1620, 1560, 1520 1470 c... Starting materials: O=C(O)Cc1cccc(Br)c1, O=C([O-])[O-], CCCCCCCCCCCC, NC1CCCCC1N, [Cs+], [Cs+], [Cu]I, [Na+], C1COCCO1, [OH-], c1cn[nH]c1. Product: O=C(O)Cc1cccc(-n2cccn2)c1. As a reaction SMILES: [Br:32][c:33]1[cH:34][c:35]([CH2:39][C:40](=[O:41])[OH:42])[cH:36][cH:37][cH:38]1.[C:6](=[O:7])([O-:8])[O-:9].[CH3:20][CH2:21][CH2:22][CH2:23][CH2:24][CH2:25][CH2:26][CH2:27][CH2:28][CH2:29][CH2:30][CH3:31].[CH:12]1([NH2:13])[CH2:14][CH2:15][CH2:16][CH2:17][CH:18]1[NH2:19].[Cs+:10].[Cs+:11].[Cu:51][I:52].[Na+:44].[O:45]1[CH2:46][CH2:47][O:48][CH2:49][CH2:50]1.[OH-:43].[nH:1]1[n:2][cH:3][cH:4][cH:5]1>>[n:1]1(-[c:33]2[cH:34][c:35]([CH2:39][C:40](=[O:41])[OH:42])[cH:36][cH:37][cH:38]2)[n:2][cH:3][cH:4][cH:5]1.